This data is from the Open Reaction Database (ORD), a public repository of structured organic reaction records. The task is: describe an organic reaction: reactants, conditions, products, and yield The reactants are CS(C)=O, O=C(Nc1nnn[nH]1)c1cncc(Cl)n1, Nc1ccccc1, O. The product is O=C(Nc1nnn[nH]1)c1cncc(Nc2ccccc2)n1. Reaction SMILES: [CH3:24][S:25]([CH3:26])=[O:27].[Cl:1][c:2]1[cH:3][n:4][cH:5][c:6]([C:8](=[O:9])[NH:10][c:11]2[n:12][n:13][n:14][nH:15]2)[n:7]1.[NH2:17][c:18]1[cH:19][cH:20][cH:21][cH:22][cH:23]1.[OH2:16]>>[c:2]1([NH:17][c:18]2[cH:19][cH:20][cH:21][cH:22][cH:23]2)[cH:3][n:4][cH:5][c:6]([C:8](=[O:9])[NH:10][c:11]2[n:12][n:13][n:14][nH:15]2)[n:7]1.